This data is from the Open Reaction Database (ORD), a public repository of structured organic reaction records. The task is: describe an organic reaction: reactants, conditions, products, and yield Reported procedure: A mixture of 2-(2-ethylbenzoimidazol-1-yl)-9-methyl-6-morpholin-4-yl-9H-purine-8-carbaldehyde (179 mg, 0.46 mmol), methyloxetan-3-ylpiperidin-4-ylamine (94 mg, 0.55 mmol) and 4 Å powdered molecular sieves (400 mg) in DCE (10 mL) was stirred at room temperature for 5 h before the addition of sodium triacetoxyborohydride (233 mg, 0.92 mmol). The reaction mixture was stirred for 16 h then filtered through celite, washing with DCM. The organic phase was washed with brine (×1) and concentrated in vac... Run in ClCCCl (DCE). RXN SMILES: [CH2:1]([C:3]1[N:7]([C:8]2[N:16]=[C:15]3[C:11]([N:12]=[C:13]([CH:18]=O)[N:14]3[CH3:17])=[C:10]([N:20]3[CH2:25][CH2:24][O:23][CH2:22][CH2:21]3)[N:9]=2)[C:6]2[CH:26]=[CH:27][CH:28]=[CH:29][C:5]=2[N:4]=1)[CH3:2].[CH3:30][N:31]([CH:38]1[CH2:41][O:40][CH2:39]1)[CH:32]1[CH2:37][CH2:36][NH:35][CH2:34][CH2:33]1.C(O[BH-](OC(=O)C)OC(=O)C)(=O)C.[Na+]>ClCCCl>[CH2:1]([C:3]1[N:7]([C:8]2[N:16]=[C:15]3[C:11]([N:12]=[C:13]([CH2:18][N:35]4[CH2:36][CH2:37][CH:32]([N:31]([CH3:30])[CH:38]5[CH2:39][O:40][CH2:41]5)[CH2:33][CH2:34]4)[N:14]3[CH3:17])=[C:10]([N:20]3[CH2:25][CH2:24][O:23][CH2:22][CH2:21]3)[N:9]=2)[C:6]2[CH:26]=[CH:27][CH:28]=[CH:29][C:5]=2[N:4]=1)[CH3:2] |f:2.3|. Yields the product C(C)C1=NC2=C(N1C1=NC(=C3N=C(N(C3=N1)C)CN1CCC(CC1)N(C1COC1)C)N1CCOCC1)C=CC=C2 (1-((2-(2-ethyl-1H-benzo[d]imidazol-1-yl)-9-methyl-6-morpholino-9H-purin-8-yl)methyl)-N-methyl-N-(oxetan-3-yl)piperidin-4-amine). Run at time 16 hour. Reactants: C(C)C1=NC2=C(N1C1=NC(=C3N=C(N(C3=N1)C)C=O)N1CCOCC1)C=CC=C2 (2-(2-ethylbenzoimidazol-1-yl)-9-methyl-6-morpholin-4-yl-9H-purine-8-carbaldehyde), CN(C1CCNCC1)C1COC1 (methyloxetan-3-ylpiperidin-4-ylamine), C(C)(=O)O[BH-](OC(C)=O)OC(C)=O.[Na+] (sodium triacetoxyborohydride). Isolated yield 37.0%.